Task: describe an organic reaction: reactants, conditions, products, and yield. Dataset: the Open Reaction Database (ORD), a public repository of structured organic reaction records Reactants: CCCCC(CN(C=O)OCc1ccccc1)C(=O)NC(C(=O)c1nccn1C)C(C)(C)C, CO, CCOC(C)=O. Yields the product CCCCC(CN(O)C=O)C(=O)NC(C(=O)c1nccn1C)C(C)(C)C. Reaction SMILES: [CH3:1][C:2]([CH:3]([C:4](=[O:5])[c:6]1[n:7]([CH3:11])[cH:8][cH:9][n:10]1)[NH:12][C:13]([CH:14]([CH2:15][CH2:16][CH2:17][CH3:18])[CH2:19][N:20]([CH:21]=[O:22])[O:23][CH2:24][c:25]1[cH:26][cH:27][cH:28][cH:29][cH:30]1)=[O:31])([CH3:32])[CH3:33].[CH3:34][OH:35].[CH3:36][CH2:37][O:38][C:39](=[O:40])[CH3:41]>>[CH3:1][C:2]([CH:3]([C:4](=[O:5])[c:6]1[n:7]([CH3:11])[cH:8][cH:9][n:10]1)[NH:12][C:13]([CH:14]([CH2:15][CH2:16][CH2:17][CH3:18])[CH2:19][N:20]([CH:21]=[O:22])[OH:23])=[O:31])([CH3:32])[CH3:33]. Reactants: COC=1C=CC2=C(CNCCC3=C(CC2)C=CC(=C3)O)C1OC (3,4-dimethoxy-10-hydroxy-5,6,7,8,13,14-hexahydrodibenz[c,g]azecine), C=O (formaldehyde). Reagents/catalysts: [Pt]=O (Platinum oxide). The solvent is C(C)O (ethanol), [H][H] (hydrogen), C(C)O (ethanol), [H][H] (hydrogen). Product: COC=1C=CC2=C(CN(CCC3=C(CC2)C=CC(=C3)O)C)C1OC (3,4-dimethoxy-10-hydroxy-6-methyl-5,6,7,8,13,14-hexahydrodibenz[c,g]azecine). RXN SMILES: [CH3:1][O:2][C:3]1[CH:4]=[CH:5][C:6]2[CH2:15][CH2:14][C:13]3[CH:16]=[CH:17][C:18]([OH:20])=[CH:19][C:12]=3[CH2:11][CH2:10][NH:9][CH2:8][C:7]=2[C:21]=1[O:22][CH3:23].[CH2:24]=O>C(O)C.[H][H].[Pt]=O>[CH3:1][O:2][C:3]1[CH:4]=[CH:5][C:6]2[CH2:15][CH2:14][C:13]3[CH:16]=[CH:17][C:18]([OH:20])=[CH:19][C:12]=3[CH2:11][CH2:10][N:9]([CH3:24])[CH2:8][C:7]=2[C:21]=1[O:22][CH3:23]. Procedure details: Platinum oxide (50 mg) is hydrogenated in 50 ml of ethanol by shaking in hydrogen atmosphere. To this catalyst is added a solution of 51mg of 3,4-dimethoxy-10-hydroxy-5,6,7,8,13,14-hexahydrodibenz[c,g]azecine and 1 ml of 37% formaldehyde in 5 ml of ethanol, and the mixture is shaken in hydrogen atmosphere for 6 hours. After removal of the catalyst by filtration, the mixture is evaporated to dryness under reduced pressure, and the residue (46 mg) is chromatographed on thin layer plates of silica ... The reactants are C(CCC)N=C=O (butyl isocyanate), C1(CCCC1)OC=1C=C(C=CC1OC)C1CC(NN1C)=O (5-[3-(cyclopentyloxy)-4-methoxyphenyl]-1-methyl-3-pyrazolidinone), Cl (HCl). Solvent: C(Cl)(Cl)Cl (chloroform), N#N (N2), CCOCC (ether). Conditions: time 15 minute. Product: Cl.C(CCC)NC(=O)N1N(C(CC1=O)C1=CC(=C(C=C1)OC)OC1CCCC1)C (N-butyl-3-[3-(cyclopentyloxy)-4-methoxyphenyl]-2-methyl-5-oxo-1-pyrazolidinecarboxamide hydrochloride). Yield: 56.0%. Reaction SMILES: [CH:1]1([O:6][C:7]2[CH:8]=[C:9]([CH:15]3[N:19]([CH3:20])[NH:18][C:17](=[O:21])[CH2:16]3)[CH:10]=[CH:11][C:12]=2[O:13][CH3:14])[CH2:5][CH2:4][CH2:3][CH2:2]1.[CH2:22]([N:26]=[C:27]=[O:28])[CH2:23][CH2:24][CH3:25].[ClH:29]>C(Cl)(Cl)Cl.N#N.CCOCC>[ClH:29].[CH2:22]([NH:26][C:27]([N:18]1[C:17](=[O:21])[CH2:16][CH:15]([C:9]2[CH:10]=[CH:11][C:12]([O:13][CH3:14])=[C:7]([O:6][CH:1]3[CH2:2][CH2:3][CH2:4][CH2:5]3)[CH:8]=2)[N:19]1[CH3:20])=[O:28])[CH2:23][CH2:24][CH3:25] |f:6.7|. Procedure: 5-[3-(cyclopentyloxy)-4-methoxyphenyl]-1-methyl-3-pyrazolidinone (2.06 mmol, 0.600 g) is dissolved in dry chloroform (10 mL) in a N2 atmosphere. To this is added dropwise at room temperature butyl isocyanate (5.15 mmol; 0.583 mL) neat. The sample is heated to reflux for 4 hours at which time TLC shows no starting material. The sample is evaporated to yield a clear oil which is dissolved in ether. To this solution is added ethanolic HCl and the sample is stirred for 15 minutes and evaporated in v... Starting materials: CC(C)(Nc1nc(Cl)c(-c2ccc(F)cc2)c(-c2ccncc2)n1)c1ccccc1, CC(C)O, NN, O. As a reaction SMILES: [CH3:1][C:2]([CH3:3])([c:4]1[cH:5][cH:6][cH:7][cH:8][cH:9]1)[NH:10][c:11]1[n:12][c:13](-[c:25]2[cH:26][cH:27][n:28][cH:29][cH:30]2)[c:14](-[c:18]2[cH:19][cH:20][c:21]([F:24])[cH:22][cH:23]2)[c:15]([Cl:17])[n:16]1.[CH:34]([OH:35])([CH3:36])[CH3:37].[NH2:32][NH2:33].[OH2:31]>>[CH3:1][C:2]([CH3:3])([c:4]1[cH:5][cH:6][cH:7][cH:8][cH:9]1)[NH:10][c:11]1[n:12][c:13](-[c:25]2[cH:26][cH:27][n:28][cH:29][cH:30]2)[c:14](-[c:18]2[cH:19][cH:20][c:21]([F:24])[cH:22][cH:23]2)[c:15]([NH:32][NH2:33])[n:16]1. The product is CC(C)(Nc1nc(NN)c(-c2ccc(F)cc2)c(-c2ccncc2)n1)c1ccccc1. The reactants are COc1ccc(CC2c3cc(OC)c(OC)cc3CCCN2C(C(=O)O)c2ccccc2)cc1OC, COC(=O)C(N)CO, Cl. The product is COC(=O)C(CO)NC(=O)C(c1ccccc1)N1CCCc2cc(OC)c(OC)cc2C1Cc1ccc(OC)c(OC)c1. Reaction SMILES: [CH3:1][O:2][c:3]1[cH:4][c:5]([CH2:6][CH:7]2[N:8]([CH:22]([C:23](=[O:24])[OH:25])[c:26]3[cH:27][cH:28][cH:29][cH:30][cH:31]3)[CH2:9][CH2:10][CH2:11][c:12]3[c:13]2[cH:14][c:15]([O:20][CH3:21])[c:16]([O:18][CH3:19])[cH:17]3)[cH:32][cH:33][c:34]1[O:35][CH3:36].[CH3:38][O:39][C:40]([CH:41]([NH2:42])[CH2:43][OH:44])=[O:45].[ClH:37]>>[CH3:1][O:2][c:3]1[cH:4][c:5]([CH2:6][CH:7]2[N:8]([CH:22]([C:23](=[O:24])[NH:42][CH:41]([C:40]([O:39][CH3:38])=[O:45])[CH2:43][OH:44])[c:26]3[cH:27][cH:28][cH:29][cH:30][cH:31]3)[CH2:9][CH2:10][CH2:11][c:12]3[c:13]2[cH:14][c:15]([O:20][CH3:21])[c:16]([O:18][CH3:19])[cH:17]3)[cH:32][cH:33][c:34]1[O:35][CH3:36]. The reactants are C([O-])(O)=O.[Na+] (sodium bicarbonate), C=1C=CC2=C(C1)N=NN2O (HOBT), CCN=C=NCCCN(C)C.Cl (EDC hydrochloride), CC(C)(C)OC(=O)N1CC(=O)C[C@H]1C(=O)O (N-tert-BOC-4-oxo-L-proline), Cl.FC1(CNC1)F (3,3-difluoroazetidine hydrochloride), CCN(C(C)C)C(C)C (DIPEA). The solvent is C(Cl)Cl (methylene chloride). Run at temperature 0 celsius, time 8 hour. Product: C(C)(C)(C)OC(=O)N1[C@@H](CC(C1)=O)C(=O)N1CC(C1)(F)F ((S)-2-(3,3-Difluoro-azetidine-1-carbonyl)-4-oxo-pyrrolidine-1-carboxylic acid tert-butyl ester). The yield is 83.8%. RXN SMILES: [CH3:1][C:2]([O:5][C:6]([N:8]1[C@H:13]([C:14]([OH:16])=O)[CH2:12][C:10](=[O:11])[CH2:9]1)=[O:7])([CH3:4])[CH3:3].Cl.[F:18][C:19]1([F:23])[CH2:22][NH:21][CH2:20]1.CCN(C(C)C)C(C)C.C1C=CC2N(O)N=NC=2C=1.CCN=C=NCCCN(C)C.Cl.C(=O)(O)[O-].[Na+]>C(Cl)Cl>[C:2]([O:5][C:6]([N:8]1[CH2:9][C:10](=[O:11])[CH2:12][C@H:13]1[C:14]([N:21]1[CH2:22][C:19]([F:23])([F:18])[CH2:20]1)=[O:16])=[O:7])([CH3:1])([CH3:3])[CH3:4] |f:1.2,5.6,7.8|. Reported procedure: N-tert-BOC-4-oxo-L-proline (458 mg, 2 mmol), 3,3-difluoroazetidine hydrochloride (258 mg, 2 mmol) (prepared as described in WO 2000/47582), and DIPEA (0.35 mL, 2 mmol) were mixed in anhydrous methylene chloride (10 mL) and cooled to 0° C. HOBT (405 mg, 3 mmol) was then added in one portion followed by EDC hydrochloride (422 mg, 2.2 mmol). The resulting mixture was allowed to warm to RT and stirred overnight. Saturated sodium bicarbonate was added, the organic layer was separated, and the aqueous...